Dataset: the Open Reaction Database (ORD), a public repository of structured organic reaction records. Task: describe an organic reaction: reactants, conditions, products, and yield The reactants are CN1C(C(C=2C1=NC=C(C2)C(C)=O)(C)C)=O (1,3-DIHYDRO-1,3,3-TRIMETHYL-5-ACETYL-2H-PYRROLO[2,3-b]PYRIDIN-2-ONE), CN1C(CC=2C1=NC=C(C2)Br)=O (1,3-dihydro-1-methyl-5-bromo-2H-pyrrolo[2,3-b]pyridin-2-one). Product: CN1C(CC=2C1=NC=C(C2)C(C)=O)=O (1,3-DIHYDRO-1-METHYL-5-ACETYL-2H-PYRROLO[2,3-b]PYRIDIN-2-ONE). Yield: 84.0%. Reaction SMILES: [CH3:1][N:2]1[C:6]2=[N:7][CH:8]=[C:9]([C:11](=[O:13])[CH3:12])[CH:10]=[C:5]2[C:4](C)(C)[C:3]1=[O:16].CN1C2=NC=C(Br)C=C2CC1=O>>[CH3:1][N:2]1[C:6]2=[N:7][CH:8]=[C:9]([C:11](=[O:13])[CH3:12])[CH:10]=[C:5]2[CH2:4][C:3]1=[O:16]. Procedure details: By proceeding in the same manner as for the synthesis of the compound of Example 12, but replacing the 1,3-dihydro-1,3,3-trimethyl-5-bromo-2H-pyrrolo[2,3-b]pyridin-2-one with 1,3-dihydro-1-methyl-5-bromo-2H-pyrrolo[2,3-b]pyridin-2-one, the title compound is obtained in a yield of 84%. ##STR60## Reactants: Sc1nc2ccc(Cl)cc2[nH]1, [H-], O=Cc1ccc([N+](=O)[O-])o1, [Na+], C1CCOC1, O. The product is O=Cc1ccc(Sc2nc3ccc(Cl)cc3[nH]2)o1. As a reaction SMILES: [Cl:1][c:2]1[cH:3][c:4]2[c:5]([n:6][c:7]([SH:9])[nH:8]2)[cH:10][cH:11]1.[H-:12].[N+:14]([O-:15])(=[O:16])[c:17]1[cH:18][cH:19][c:20]([CH:22]=[O:23])[o:21]1.[Na+:13].[O:25]1[CH2:26][CH2:27][CH2:28][CH2:29]1.[OH2:24]>>[Cl:1][c:2]1[cH:3][c:4]2[c:5]([n:6][c:7]([S:9][c:17]3[cH:18][cH:19][c:20]([CH:22]=[O:23])[o:21]3)[nH:8]2)[cH:10][cH:11]1. Yields the product CC1CCN(Cc2ccccc2)CC1N(C)c1ncnc2[nH]ccc12. Reaction SMILES: [CH2:3]([c:4]1[cH:5][cH:6][cH:7][cH:8][cH:9]1)[N:10]1[CH2:11][CH:12]([N:17]([c:18]2[c:19]3[c:20]([n:21][cH:22][n:23]2)[n:24]([S:27]([c:28]2[cH:29][cH:30][c:31]([CH3:32])[cH:33][cH:34]2)(=[O:35])=[O:36])[cH:25][cH:26]3)[CH3:37])[CH:13]([CH3:16])[CH2:14][CH2:15]1.[Na+:2].[OH-:1].[OH2:38]>>[CH2:3]([c:4]1[cH:5][cH:6][cH:7][cH:8][cH:9]1)[N:10]1[CH2:11][CH:12]([N:17]([c:18]2[c:19]3[c:20]([n:21][cH:22][n:23]2)[nH:24][cH:25][cH:26]3)[CH3:37])[CH:13]([CH3:16])[CH2:14][CH2:15]1. Starting materials: Cc1ccc(S(=O)(=O)n2ccc3c(N(C)C4CN(Cc5ccccc5)CCC4C)ncnc32)cc1, [Na+], [OH-], O. Starting materials: ClC1=NC(=NC(=C1OC1=C(C=CC=C1)OC)Cl)C1=NC=CC=N1 (4,6-dichloro-5-(2-methoxyphenoxy)-2-(2-pyrimidinyl)-pyrimidine), OCCOC1=C(C(=NC=N1)NS(=O)(=O)CCC1=CC=CC=C1)C1=CC=C(C=C1)C (2-phenyl-ethanesulfonic acid [6-(2-hydroxy-ethoxy)-5-p-tolyl-pyrimidin-4-yl]-amide). Product: ClC1=C(C(=NC(=N1)C1=NC=CC=N1)NS(=O)(=O)CCC1=CC=CC=C1)OC1=C(C=CC=C1)OC (2-Phenylethanesulfonic acid [6-chloro-5-(2-methoxy-phenoxy)-2-(2-pyrimidinyl)-4-pyrimidinyl]-amide). Reaction SMILES: Cl[C:2]1[C:7]([O:8][C:9]2[CH:14]=[CH:13][CH:12]=[CH:11][C:10]=2[O:15][CH3:16])=[C:6]([Cl:17])[N:5]=[C:4]([C:18]2[N:23]=[CH:22][CH:21]=[CH:20][N:19]=2)[N:3]=1.OCCOC1N=CN=C([NH:34][S:35]([CH2:38][CH2:39][C:40]2[CH:45]=[CH:44][CH:43]=[CH:42][CH:41]=2)(=[O:37])=[O:36])C=1C1C=CC(C)=CC=1>>[Cl:17][C:6]1[N:5]=[C:4]([C:18]2[N:23]=[CH:22][CH:21]=[CH:20][N:19]=2)[N:3]=[C:2]([NH:34][S:35]([CH2:38][CH2:39][C:40]2[CH:45]=[CH:44][CH:43]=[CH:42][CH:41]=2)(=[O:36])=[O:37])[C:7]=1[O:8][C:9]1[CH:14]=[CH:13][CH:12]=[CH:11][C:10]=1[O:15][CH3:16]. Procedure: 2-Phenylethanesulfonic acid [6-chloro-5-(2-methoxy-phenoxy)-2-(2-pyrimidinyl)-4-pyrimidinyl]-amide was prepared in analogy to Referential Example 7 from 4,6-dichloro-5-(2-methoxyphenoxy)-2-(2-pyrimidinyl)-pyrimidine (prepared as disclosed in [6]) and 2-phenylethane sulfonamide potassium salt (Referential Example 1). LC-MS: tR=4.85 min, [M+1]+=498.38, [M−1]−=496.19. The reactants are [Al+3], CC(=O)N1CCC(C(=O)Cl)CC1, CCCCC, [Cl-], [Cl-], [Cl-], Fc1cccc(F)c1, O. The product is CC(=O)N1CCC(C(=O)c2ccc(F)cc2F)CC1. RXN SMILES: [Al+3:2].[C:13]([CH3:14])(=[O:15])[N:16]1[CH2:17][CH2:18][CH:19]([C:20](=[O:21])[Cl:22])[CH2:23][CH2:24]1.[CH3:26][CH2:27][CH2:28][CH2:29][CH3:30].[Cl-:1].[Cl-:3].[Cl-:4].[F:5][c:6]1[cH:7][cH:8][cH:9][c:10]([F:11])[cH:12]1.[OH2:25]>>[F:5][c:6]1[cH:7][cH:8][c:9]([C:20]([CH:19]2[CH2:18][CH2:17][N:16]([C:13]([CH3:14])=[O:15])[CH2:24][CH2:23]2)=[O:21])[c:10]([F:11])[cH:12]1.